From a dataset of the Open Reaction Database (ORD), a public repository of structured organic reaction records. describe an organic reaction: reactants, conditions, products, and yield The reactants are CN=C=O, Cc1ccccc1, CCNc1ccc(Cl)nc1. Product: CCN(C(=O)NC)c1ccc(Cl)nc1. Reaction SMILES: [CH3:11][N:12]=[C:13]=[O:14].[CH3:15][c:16]1[cH:17][cH:18][cH:19][cH:20][cH:21]1.[Cl:1][c:2]1[n:3][cH:4][c:5]([NH:8][CH2:9][CH3:10])[cH:6][cH:7]1>>[Cl:1][c:2]1[n:3][cH:4][c:5]([N:8]([CH2:9][CH3:10])[C:13]([NH:12][CH3:11])=[O:14])[cH:6][cH:7]1.